From a dataset of the Open Reaction Database (ORD), a public repository of structured organic reaction records. describe an organic reaction: reactants, conditions, products, and yield Starting materials: CC(C)O, [H-], Nc1nc(Cl)c2ncn(C3C=CC(CO)C3)c2n1, [Na+]. Product: CC(C)Oc1nc(N)nc2c1ncn2C1C=CC(CO)C1. As a reaction SMILES: [CH:21]([CH3:22])([CH3:23])[OH:24].[H-:1].[NH2:3][c:4]1[n:5][c:6]([Cl:20])[c:7]2[n:8][cH:9][n:10]([CH:13]3[CH:14]=[CH:15][CH:16]([CH2:18][OH:19])[CH2:17]3)[c:11]2[n:12]1.[Na+:2]>>[NH2:3][c:4]1[n:5][c:6]([O:24][CH:21]([CH3:22])[CH3:23])[c:7]2[n:8][cH:9][n:10]([CH:13]3[CH:14]=[CH:15][CH:16]([CH2:18][OH:19])[CH2:17]3)[c:11]2[n:12]1. Starting materials: BrC=1C(=CC(=NC1)NC(C(C)(C)C)=O)NC1CCN(CC1)C (N-(5-Bromo-4-(1-methylpiperidin-4-ylamino)pyridin-2-yl)pivalamide), Cl (HCl). The product is BrC=1C(=CC(=NC1)N)NC1CCN(CC1)C (5-bromo-N4-(1-methylpiperidin-4-yl)pyridine-2,4-diamine). Yield: 99.4%. RXN SMILES: [Br:1][C:2]1[C:3]([NH:15][CH:16]2[CH2:21][CH2:20][N:19]([CH3:22])[CH2:18][CH2:17]2)=[CH:4][C:5]([NH:8]C(=O)C(C)(C)C)=[N:6][CH:7]=1.Cl>>[Br:1][C:2]1[C:3]([NH:15][CH:16]2[CH2:21][CH2:20][N:19]([CH3:22])[CH2:18][CH2:17]2)=[CH:4][C:5]([NH2:8])=[N:6][CH:7]=1. Procedure details: N-(5-Bromo-4-(1-methylpiperidin-4-ylamino)pyridin-2-yl)pivalamide (526 mg, 1.075 mmol) in 6M HCl (10 mL, 60.0 mmol) was heated by microwave irradiation to 105° C. for 1.5 hr. After cooling the volatiles were removed in vacuo. The residue was purified by ion exchange on Isolute SCX II acidic resin, washing with MeOH and then with 2M NH3 in MeOH. The basic fractions were concentrated to give crude 5-bromo-N4-(1-methylpiperidin-4-yl)pyridine-2,4-diamine (290 mg, 1.069 mmol, 100% yield) as a cream p...